describe an organic reaction: reactants, conditions, products, and yield From a dataset of the Open Reaction Database (ORD), a public repository of structured organic reaction records. The reactants are CC#N, O=S(=O)(Cl)C(F)(F)F, CNc1nc(C)c(-c2ccnc(Nc3cccc(CN)c3)n2)s1. Yields the product CNc1nc(C)c(-c2ccnc(Nc3cccc(CNS(=O)(=O)C(F)(F)F)c3)n2)s1. Reaction SMILES: [CH3:32][C:33]#[N:34].[F:24][C:25]([S:26](=[O:27])(=[O:28])[Cl:29])([F:30])[F:31].[NH2:1][CH2:2][c:3]1[cH:4][c:5]([NH:9][c:10]2[n:11][cH:12][cH:13][c:14](-[c:16]3[c:17]([CH3:23])[n:18][c:19]([NH:21][CH3:22])[s:20]3)[n:15]2)[cH:6][cH:7][cH:8]1>>[NH:1]([CH2:2][c:3]1[cH:4][c:5]([NH:9][c:10]2[n:11][cH:12][cH:13][c:14](-[c:16]3[c:17]([CH3:23])[n:18][c:19]([NH:21][CH3:22])[s:20]3)[n:15]2)[cH:6][cH:7][cH:8]1)[S:26]([C:25]([F:24])([F:30])[F:31])(=[O:27])=[O:28].